From a dataset of the Open Reaction Database (ORD), a public repository of structured organic reaction records. describe an organic reaction: reactants, conditions, products, and yield The reactants are CCOC(=O)c1c(OCC)ccn(-c2ccc(F)cc2)c1=O, CCO, [Li+], [OH-], O. The product is CCOc1ccn(-c2ccc(F)cc2)c(=O)c1C(=O)O. RXN SMILES: [CH2:1]([CH3:2])[O:3][c:4]1[c:5]([C:18](=[O:19])[O:20][CH2:21][CH3:22])[c:6](=[O:17])[n:7](-[c:10]2[cH:11][cH:12][c:13]([F:16])[cH:14][cH:15]2)[cH:8][cH:9]1.[CH3:25][CH2:26][OH:27].[Li+:24].[OH-:23].[OH2:28]>>[CH2:1]([CH3:2])[O:3][c:4]1[c:5]([C:18](=[O:19])[OH:20])[c:6](=[O:17])[n:7](-[c:10]2[cH:11][cH:12][c:13]([F:16])[cH:14][cH:15]2)[cH:8][cH:9]1. Reactants: CCO, Cl, Cc1oc(-c2ccccc2)nc1CCOc1ccc(CC2SC(=N)NC2=O)cn1. The product is Cc1oc(-c2ccccc2)nc1CCOc1ccc(CC2SC(=O)NC2=O)cn1. As a reaction SMILES: [CH3:31][CH2:32][OH:33].[ClH:30].[NH:1]=[C:2]1[S:3][CH:4]([CH2:8][c:9]2[cH:10][cH:11][c:12]([O:15][CH2:16][CH2:17][c:18]3[n:19][c:20](-[c:24]4[cH:25][cH:26][cH:27][cH:28][cH:29]4)[o:21][c:22]3[CH3:23])[n:13][cH:14]2)[C:5](=[O:7])[NH:6]1>>[C:2]1(=[O:33])[S:3][CH:4]([CH2:8][c:9]2[cH:10][cH:11][c:12]([O:15][CH2:16][CH2:17][c:18]3[n:19][c:20](-[c:24]4[cH:25][cH:26][cH:27][cH:28][cH:29]4)[o:21][c:22]3[CH3:23])[n:13][cH:14]2)[C:5](=[O:7])[NH:6]1. Starting materials: CCOC(C)=O, CO, CC(O[Si](C)(C)C(C)(C)C)C(O)(CCl)c1ccc(F)cc1F, Cl, O. The product is CC(O)C(O)(CCl)c1ccc(F)cc1F. As a reaction SMILES: [CH3:25][CH2:26][O:27][C:28](=[O:29])[CH3:30].[CH3:31][OH:32].[Cl:1][CH2:2][C:3]([CH:4]([CH3:5])[O:6][Si:7]([C:8]([CH3:9])([CH3:10])[CH3:11])([CH3:12])[CH3:13])([OH:14])[c:15]1[c:16]([F:22])[cH:17][c:18]([F:21])[cH:19][cH:20]1.[ClH:23].[OH2:24]>>[Cl:1][CH2:2][C:3]([CH:4]([CH3:5])[OH:6])([OH:14])[c:15]1[c:16]([F:22])[cH:17][c:18]([F:21])[cH:19][cH:20]1. Starting materials: Cl (HCl), C=O (formaldehyde), carbons, Cl (HCl), O (water), C1(O)=CC(O)=CC=C1 (resorcinol), C=O (formaldehyde), C1(O)=CC(O)=CC=C1 (resorcinol), F127. Run in C(C)O (ethanol), C(C)O (ethanol). Conditions: time 12.5 minute. Yields the product C1(O)=C(C(O)=CC=C1)C=O (Resorcinol-Formaldehyde). RXN SMILES: [C:1]1([CH:8]=[CH:7][CH:6]=[C:4]([OH:5])[CH:3]=1)[OH:2].[CH2:9]=[O:10].O.Cl>C(O)C>[C:1]1([CH:8]=[CH:7][CH:6]=[C:4]([OH:5])[C:3]=1[CH:9]=[O:10])[OH:2]. Procedure details: Mesoporous carbons with highly ordered structure were prepared using weight ratios of 1.1 resorcinol: 1.1 F127:0.48 formaldehyde: 3.55-8.2 ethanol: 5.1-1.67 water: 0.16-0.66 HCl. In a typical synthesis, 1.1 g of resorcinol and 1.1 g of F127 were dissolved in 4.5 ml of ethanol (EtOH), and to this was added 4.5 ml of 3.0M HCl aqueous solution and 1.3 g of 37% formaldehyde (37%) was then added. After stirring for 12-13 min. at room temperature, the clear mixture turned turbid, indicating the format... Starting materials: O (Water), BrC=1C(=NN(C1)CCl)C(F)(F)F (4-bromo-1-(chloromethyl)-3-trifluoromethyl-1H-pyrazole), FC(CCC(C#N)C#N)(F)F ((3,3,3-trifluoropropyl) malononitrile), C([O-])([O-])=O.[K+].[K+] (potassium carbonate). The solvent is CN(C=O)C (N,N-dimethylformamide). The product is BrC=1C(=NN(C1)CC(C#N)(C#N)CCC(F)(F)F)C(F)(F)F ([(4-bromo-3-trifluoromethyl-1H-pyrazole-1-yl)methyl](3,3,3-trifluoropropyl) malononitrile). Isolated yield 39.3%. RXN SMILES: [Br:1][C:2]1[C:3]([C:9]([F:12])([F:11])[F:10])=[N:4][N:5]([CH2:7]Cl)[CH:6]=1.[F:13][C:14]([F:23])([F:22])[CH2:15][CH2:16][CH:17]([C:20]#[N:21])[C:18]#[N:19].C(=O)([O-])[O-].[K+].[K+].O>CN(C)C=O>[Br:1][C:2]1[C:3]([C:9]([F:12])([F:11])[F:10])=[N:4][N:5]([CH2:7][C:17]([CH2:16][CH2:15][C:14]([F:13])([F:22])[F:23])([C:18]#[N:19])[C:20]#[N:21])[CH:6]=1 |f:2.3.4|. Procedure: 1.67 g of 4-bromo-1-(chloromethyl)-3-trifluoromethyl-1H-pyrazole and 1.03 g of (3,3,3-trifluoropropyl) malononitrile were dissolved in 18 ml of N,N-dimethylformamide. 1.74 g of potassium carbonate was added to the solution under ice cooling with stirring, followed by stirring at room temperature for overnight. Water was added to the reaction mixture, and then extracted with MTBE. The organic layer was washed with water, dried over anhydrous magnesium sulfate, filtered, and concentrated under red... The reactants are COC(=O)C=1C(=C2C=C(C(N(C2=CN1)[C@@H](C)C1=CC=CC=C1)=O)C1=CC=CC=C1)O ((S)-5-hydroxy-2-oxo-3-phenyl-1-(1-phenyl-ethyl)-1,2-dihydro-[1,7]naphthyridine-6-carboxylic acid methyl ester), NCCC(=O)O (β-alanine), C[O-].[Na+] (NaOMe). The product is OC1=C2C=C(C(N(C2=CN=C1C(=O)NCCC(=O)O)[C@@H](C)C1=CC=CC=C1)=O)C1=CC=CC=C1 ((S)-3-{[5-Hydroxy-2-oxo-3-phenyl-1-(1-phenyl-ethyl)-1,2-dihydro-[1,7]naphthyridine-6-carbonyl]-amino}-propionic acid). Yield: 75.8%. Reaction SMILES: CO[C:3]([C:5]1[C:6]([OH:30])=[C:7]2[C:12](=[CH:13][N:14]=1)[N:11]([C@H:15]([C:17]1[CH:22]=[CH:21][CH:20]=[CH:19][CH:18]=1)[CH3:16])[C:10](=[O:23])[C:9]([C:24]1[CH:29]=[CH:28][CH:27]=[CH:26][CH:25]=1)=[CH:8]2)=[O:4].[NH2:31][CH2:32][CH2:33][C:34]([OH:36])=[O:35].C[O-].[Na+]>>[OH:30][C:6]1[C:5]([C:3]([NH:31][CH2:32][CH2:33][C:34]([OH:36])=[O:35])=[O:4])=[N:14][CH:13]=[C:12]2[C:7]=1[CH:8]=[C:9]([C:24]1[CH:29]=[CH:28][CH:27]=[CH:26][CH:25]=1)[C:10](=[O:23])[N:11]2[C@H:15]([C:17]1[CH:18]=[CH:19][CH:20]=[CH:21][CH:22]=1)[CH3:16] |f:2.3|. Reported procedure: A mixture of (S)-5-hydroxy-2-oxo-3-phenyl-1-(1-phenyl-ethyl)-1,2-dihydro-[1,7]naphthyridine-6-carboxylic acid methyl ester (30 mg, 0.075 mmol), β-alanine (535 mg, 6.0 mmol) and NaOMe solution (9 mL, 4.5 mmol, 0.5 M in MeOH) was refluxed for 16 h. After the mixture was cooled to r.t., the solvent was evaporated in vacuo. The residue was partitioned between EtOAc and water. 1 M HCl was added with vigorous stirring until pH was about 3. The aqueous layer was extracted with additional EtOAc, and the...